Dataset: the Open Reaction Database (ORD), a public repository of structured organic reaction records. Task: describe an organic reaction: reactants, conditions, products, and yield The reactants are O=C(Nc1ccc(OC(F)(F)F)cc1)N1CC(c2ccc(Cl)cn2)C(c2ccc(F)cc2)=N1, CCOC(=O)Cl. The product is CCOC(=O)N(C(=O)N1CC(c2ccc(Cl)cn2)C(c2ccc(F)cc2)=N1)c1ccc(OC(F)(F)F)cc1. RXN SMILES: [Cl:1][c:2]1[cH:3][cH:4][c:5]([CH:8]2[C:9]([c:27]3[cH:28][cH:29][c:30]([F:33])[cH:31][cH:32]3)=[N:10][N:11]([C:13](=[O:14])[NH:15][c:16]3[cH:17][cH:18][c:19]([O:22][C:23]([F:24])([F:25])[F:26])[cH:20][cH:21]3)[CH2:12]2)[n:6][cH:7]1.[Cl:34][C:35](=[O:36])[O:37][CH2:38][CH3:39]>>[Cl:1][c:2]1[cH:3][cH:4][c:5]([CH:8]2[C:9]([c:27]3[cH:28][cH:29][c:30]([F:33])[cH:31][cH:32]3)=[N:10][N:11]([C:13](=[O:14])[N:15]([c:16]3[cH:17][cH:18][c:19]([O:22][C:23]([F:24])([F:25])[F:26])[cH:20][cH:21]3)[C:35](=[O:36])[O:37][CH2:38][CH3:39])[CH2:12]2)[n:6][cH:7]1. Starting materials: C(#C)C1(OC2=C(CC1)C(=C(C(=C2C)C)O)C)C (rac-3,4-dihydro-2-ethynyl-2,5,7,8-tetramethyl-2H-1-benzopyran-6ol), IC1=CC=CC=C1 (iodobenzene), C1(=CC=CC=C1)P(C1=CC=CC=C1)C1=CC=CC=C1 (triphenylphosphine). Reaction conditions: time 3 hour. Product: CC1(OC2=C(CC1)C(=C(C(=C2C)C)O)C)C#CC2=CC=CC=C2 (rac-3,4-dihydro-2,5,7,8-tetramethyl-2-(phenylethynyl)-2H-1-benzopyran-6-ol). The yield is 68.5%. As a reaction SMILES: [C:1]([C:3]1([CH3:17])[CH2:8][CH2:7][C:6]2[C:9]([CH3:16])=[C:10]([OH:15])[C:11]([CH3:14])=[C:12]([CH3:13])[C:5]=2[O:4]1)#[CH:2].I[C:19]1[CH:24]=[CH:23][CH:22]=[CH:21][CH:20]=1.C1(P(C2C=CC=CC=2)C2C=CC=CC=2)C=CC=CC=1>>[CH3:17][C:3]1([C:1]#[C:2][C:19]2[CH:24]=[CH:23][CH:22]=[CH:21][CH:20]=2)[CH2:8][CH2:7][C:6]2[C:9]([CH3:16])=[C:10]([OH:15])[C:11]([CH3:14])=[C:12]([CH3:13])[C:5]=2[O:4]1. Procedure details: A mixture of 2.3 g (10 mmol) of rac-3,4-dihydro-2-ethynyl-2,5,7,8-tetramethyl-2H-1-benzopyran-6ol, 3.06 g (15 mmol) of iodobenzene, 0.39 g of triphenylphosphine. 95 mg of cuprous iodide 3 ml of triethylamine and 100 ml of acetonitrile was degassed with argon for 10 minutes. palladium acetate. 110 mg (0.5 mmol), was then added and stirring under argon was continued for 3 hours. The reaction mixture was evaporated under reduced pressure and the residue was partitioned between methylene chloride an... The reactants are N1CC=CC1 (3-pyrroline), C(=O)(O)[O-].[Na+] (NaHCO3), O (water), ClC(=O)OCC=C (allyl chloroformate). Run in C(C)O (ethanol). Run at temperature 10 celsius, time 2 hour. Yields the product C(C=C)OC(=O)N1CC=CC1 (N-allyloxycarbonyl-3-pyrroline). RXN SMILES: [NH:1]1[CH2:5][CH:4]=[CH:3][CH2:2]1.C([O-])(O)=O.[Na+].O.Cl[C:13]([O:15][CH2:16][CH:17]=[CH2:18])=[O:14]>C(O)C>[CH2:16]([O:15][C:13]([N:1]1[CH2:5][CH:4]=[CH:3][CH2:2]1)=[O:14])[CH:17]=[CH2:18] |f:1.2|. Reported procedure: To a solution of 3-pyrroline (3.5 gms) in ethanol (20 mL) was added ~25 mL saturated aq. NaHCO3 and enough water to allow rapid stirring. The mixture was cooled to 10° C. and allyl chloroformate (5.92 mL) was slowly added via pressure equalized addition funnel. The mixture was removed from ice bath and allowed to stir at room temperature for 2 hours. Product was extracted into Et2O (3×150 mL). The organic phase was washed with water (2×50 mL), dried (MgSO4) and solvent was evaporated at reduced ... Reactants: ClC1=CC=C(C=C1)N1N=CC(=C1C)C(=O)Cl (1-(4-chlorophenyl)-5-methylpyrazole-4-carboxylic chloride), ClC=1C=C(N)C=C(C1N1CCC(CC1)N1CCOCC1)Cl (3,5-dichloro-4-(4-morpholinopiperidin-1-yl)aniline). The product is ClC1=CC=C(C=C1)N1N=CC(=C1C)C(=O)NC1=CC(=C(C(=C1)Cl)N1CCC(CC1)N1CCOCC1)Cl (1-(4-Chlorophenyl)-N-[3,5-dichloro-4-(4-morpholinopiperidin-1-yl)phenyl]-5-methylpyrazole-4-carboxamide). Isolated yield 60.4%. RXN SMILES: [Cl:1][C:2]1[CH:7]=[CH:6][C:5]([N:8]2[C:12]([CH3:13])=[C:11]([C:14](Cl)=[O:15])[CH:10]=[N:9]2)=[CH:4][CH:3]=1.[Cl:17][C:18]1[CH:19]=[C:20]([CH:22]=[C:23]([Cl:37])[C:24]=1[N:25]1[CH2:30][CH2:29][CH:28]([N:31]2[CH2:36][CH2:35][O:34][CH2:33][CH2:32]2)[CH2:27][CH2:26]1)[NH2:21]>>[Cl:1][C:2]1[CH:7]=[CH:6][C:5]([N:8]2[C:12]([CH3:13])=[C:11]([C:14]([NH:21][C:20]3[CH:19]=[C:18]([Cl:17])[C:24]([N:25]4[CH2:26][CH2:27][CH:28]([N:31]5[CH2:32][CH2:33][O:34][CH2:35][CH2:36]5)[CH2:29][CH2:30]4)=[C:23]([Cl:37])[CH:22]=3)=[O:15])[CH:10]=[N:9]2)=[CH:4][CH:3]=1. Procedure: By the reaction and treatment in the same manner as in Example 150 using 1-(4-chlorophenyl)-5-methylpyrazole-4-carboxylic chloride (0.77 g) and 3,5-dichloro-4-(4-morpholinopiperidin-1-yl)aniline (1.0 g), the title compound (1.0 g) was obtained, melting point: 246–248° C. The reactants are BrC1=CC=2C(CCC(C2C=C1CCCO)(C)C)(C)C (2-bromo-3-(3-hydroxypropyl)-5,5,8,8-tetramethyl-5,6,7,8-tetrahydro-naphthalene), N1C=NC=C1 (imidazole), [Si](C)(C)(C(C)(C)C)Cl (tert-butyldimethylsilyl chloride). Run in CN(C=O)C (dimethlformamide), C(C)OCC (diethyl ether). Yields the product BrC1=CC=2C(CCC(C2C=C1CCCO[Si](C)(C)C(C)(C)C)(C)C)(C)C (2-bromo-3-(3-t-butyldimethylsiloxypropyl)-5,5,8,8-tetramethyl-5,6,7,8-tetrahydro-naphthalene). The yield is 66.1%. Reaction SMILES: [Br:1][C:2]1[C:11]([CH2:12][CH2:13][CH2:14][OH:15])=[CH:10][C:9]2[C:8]([CH3:17])([CH3:16])[CH2:7][CH2:6][C:5]([CH3:19])([CH3:18])[C:4]=2[CH:3]=1.N1C=CN=C1.[Si:25](Cl)([C:28]([CH3:31])([CH3:30])[CH3:29])([CH3:27])[CH3:26]>CN(C)C=O.C(OCC)C>[Br:1][C:2]1[C:11]([CH2:12][CH2:13][CH2:14][O:15][Si:25]([C:28]([CH3:31])([CH3:30])[CH3:29])([CH3:27])[CH3:26])=[CH:10][C:9]2[C:8]([CH3:17])([CH3:16])[CH2:7][CH2:6][C:5]([CH3:19])([CH3:18])[C:4]=2[CH:3]=1. Reported procedure: To a solution of 10.2 g (31.55 mmol) of 2-bromo-3-(3-hydroxypropyl)-5,5,8,8-tetramethyl-5,6,7,8-tetrahydro-naphthalene in 80 mL of dimethlformamide was added 9.46 g (138.8 mmol) of imidazole and 10.46 g (69.4 mmol) of tert-butyldimethylsilyl chloride. After 4 hours the reaction mixture was diluted with diethyl ether and washed with 1 N aqueous ammonium chloride and brine. The organic fraction was dried over sodium sulfate and then concentrated under reduced pressure. The residue was purified by ...